Dataset: the Open Reaction Database (ORD), a public repository of structured organic reaction records. Task: describe an organic reaction: reactants, conditions, products, and yield Starting materials: BrC1=CC(=NC=C1)Cl (4-bromo-2-chloropyridine), [C@H]1(CC[C@H](CC1)N)N (trans-cyclohexane-1,4-diamine). Run in CS(=O)C (DMSO). Conditions: temperature 100 celsius. Yields the product BrC1=CC(=NC=C1)N[C@@H]1CC[C@H](CC1)N (trans-N1-(4-bromopyridin-2-yl)cyclohexane-1,4-diamine). Isolated yield 18.7%. As a reaction SMILES: [Br:1][C:2]1[CH:7]=[CH:6][N:5]=[C:4](Cl)[CH:3]=1.[C@H:9]1([NH2:16])[CH2:14][CH2:13][C@H:12]([NH2:15])[CH2:11][CH2:10]1>CS(C)=O>[Br:1][C:2]1[CH:7]=[CH:6][N:5]=[C:4]([NH:15][C@H:12]2[CH2:13][CH2:14][C@H:9]([NH2:16])[CH2:10][CH2:11]2)[CH:3]=1. Procedure: A mixture of 4-bromo-2-chloropyridine (1500 mg, 7.79 mmol), DMSO (15 ml), and trans-cyclohexane-1,4-diamine (4450 mg, 39.0 mmol) was stirred at 100° C. until the formation of the product, as indicated by LCMS. The reaction mixture was cooled to room temperature, filtered and purified by prep LC, and lyapholized to yield 393 mg of the title compound as a TFA salt. LCMS (m/z): 270.2/272.2 (MH+), retention time=0.31 min. The reactants are O=C=Nc1ccc(Br)cc1, NNC(=O)CC1CCN(C(=O)C2CC2)C1, ClCCl, [N-]=C=O. Yields the product O=C(CC1CCN(C(=O)C2CC2)C1)NNC(=O)Nc1ccc(Br)cc1. As a reaction SMILES: [Br:16][c:17]1[cH:18][cH:19][c:20]([N:23]=[C:24]=[O:25])[cH:21][cH:22]1.[CH:1]1([C:4](=[O:5])[N:6]2[CH2:7][CH:8]([CH2:11][C:12](=[O:13])[NH:14][NH2:15])[CH2:9][CH2:10]2)[CH2:2][CH2:3]1.[Cl:29][CH2:30][Cl:31].[N-:26]=[C:27]=[O:28]>>[CH:1]1([C:4](=[O:5])[N:6]2[CH2:7][CH:8]([CH2:11][C:12](=[O:13])[NH:14][NH:15][C:24]([NH:23][c:20]3[cH:19][cH:18][c:17]([Br:16])[cH:22][cH:21]3)=[O:25])[CH2:9][CH2:10]2)[CH2:2][CH2:3]1. Reactants: C(C)(=O)N1CCC(CC1)(C(=O)Cl)C1=C(C=CC=C1)SC1=CC=CC=C1 (1-acetyl-4-(2-phenylthiophenyl)piperidine-4-carbonyl chloride), [Cl-].[Al+3].[Cl-].[Cl-] (aluminum chloride). Solvent: C(Cl)Cl (methylene chloride). The product is C(C)(=O)N1CCC2(CC1)C(C1=C(SC3=C2C=CC=C3)C=CC=C1)=O (10,11-dihydro-1'-acetyl-11-oxospiro[dibenz(b,f)thiepin-10,4'-piperidine]). RXN SMILES: [C:1]([N:4]1[CH2:9][CH2:8][C:7]([C:13]2[CH:18]=[CH:17][CH:16]=[CH:15][C:14]=2[S:19][C:20]2[CH:25]=[CH:24][CH:23]=[CH:22][CH:21]=2)([C:10](Cl)=[O:11])[CH2:6][CH2:5]1)(=[O:3])[CH3:2].[Cl-].[Al+3].[Cl-].[Cl-]>C(Cl)Cl>[C:1]([N:4]1[CH2:9][CH2:8][C:7]2([C:13]3[CH:18]=[CH:17][CH:16]=[CH:15][C:14]=3[S:19][C:20]3[CH:25]=[CH:24][CH:23]=[CH:22][C:21]=3[C:10]2=[O:11])[CH2:6][CH2:5]1)(=[O:3])[CH3:2] |f:1.2.3.4|. Procedure: A solution of 14 g of 1-acetyl-4-(2-phenylthiophenyl)piperidine-4-carbonyl chloride in 500 ml of methylene chloride is slowly added with stirring to 7.5 g of aluminum chloride. After total addition, the reaction mixture is refluxed for 2 hours. Thereafter, ice is added before extracting thrice with chloroform. The combined chloroform extracts are successively washed with dilute alkali, washed with water, dried and the solvent is removed under vacuum, providing 10,11-dihydro-1'-acetyl-11-oxospiro...